This data is from the Open Reaction Database (ORD), a public repository of structured organic reaction records. The task is: describe an organic reaction: reactants, conditions, products, and yield The reactants are [Si](C)(C)(C(C)(C)C)OC[C@H](C1=CC(=C(C=C1)Cl)F)N1N=CC(=CC1=O)I ((S)-2-(2-(tert-butyldimethylsilyloxy)-1-(4-chloro-3-fluorophenyl)ethyl)-5-iodopyridazin-3(2H)-one), CSC1=NC=CC(=N1)[Sn](CCCC)(CCCC)CCCC (2-(methylthio)-4-(tributylstannyl)pyrimidine). Reagents/catalysts: [Cu]I (copper(I) iodide), Cl[Pd]([P](C1=CC=CC=C1)(C2=CC=CC=C2)C3=CC=CC=C3)([P](C4=CC=CC=C4)(C5=CC=CC=C5)C6=CC=CC=C6)Cl (PdCl2(PPh3)2). Solvent: C(C)(=O)OCC (ethyl acetate), CN1CCCC1=O (NMP). The product is ClC1=C(C=C(C=C1)[C@@H](CO)N1N=CC(=CC1=O)C1=NC(=NC=C1)SC)F ((S)-2-(1-(4-chloro-3-fluorophenyl)-2-hydroxyethyl)-5-(2-(methylthio)pyrimidin-4-yl)pyridazin-3(2H)-one). Yield: 80.6%. RXN SMILES: [Si]([O:8][CH2:9][C@@H:10]([N:19]1[C:24](=[O:25])[CH:23]=[C:22](I)[CH:21]=[N:20]1)[C:11]1[CH:16]=[CH:15][C:14]([Cl:17])=[C:13]([F:18])[CH:12]=1)(C(C)(C)C)(C)C.[CH3:27][S:28][C:29]1[N:34]=[C:33]([Sn](CCCC)(CCCC)CCCC)[CH:32]=[CH:31][N:30]=1>CN1C(=O)CCC1.C(OCC)(=O)C.[Cu]I.Cl[Pd](Cl)([P](C1C=CC=CC=1)(C1C=CC=CC=1)C1C=CC=CC=1)[P](C1C=CC=CC=1)(C1C=CC=CC=1)C1C=CC=CC=1>[Cl:17][C:14]1[CH:15]=[CH:16][C:11]([C@H:10]([N:19]2[C:24](=[O:25])[CH:23]=[C:22]([C:31]3[CH:32]=[CH:33][N:34]=[C:29]([S:28][CH3:27])[N:30]=3)[CH:21]=[N:20]2)[CH2:9][OH:8])=[CH:12][C:13]=1[F:18] |^1:65,84|. Reported procedure: A solution of (S)-2-(2-(tert-butyldimethylsilyloxy)-1-(4-chloro-3-fluorophenyl)ethyl)-5-iodopyridazin-3(2H)-one (0.402 g, 0.790 mmol), 2-(methylthio)-4-(tributylstannyl)pyrimidine (0.361 g, 0.869 mmol), copper(I) iodide (0.0150 g, 0.0790 mmol) and PdCl2(PPh3)2 (0.0555 g, 0.0790 mmol) in NMP (4 mL) was heated to 120° C. under Ar for 16 hours. The reaction mixture was cooled to room temperature and diluted with ethyl acetate (200 mL). The organics were washed with brine (3×50 mL), dried, filtered ... The reactants are O=Cc1cc(Br)c(Br)s1, O=C([O-])[O-], COc1cccc(S)c1, CN(C)C=O, [K+], [K+], O. Product: COc1cccc(Sc2sc(C=O)cc2Br)c1. Reaction SMILES: [Br:1][c:2]1[cH:3][c:4]([CH:8]=[O:9])[s:5][c:6]1[Br:7].[C:10](=[O:11])([O-:12])[O-:13].[CH3:16][O:17][c:18]1[cH:19][c:20]([SH:24])[cH:21][cH:22][cH:23]1.[CH3:26][N:27]([CH3:28])[CH:29]=[O:30].[K+:14].[K+:15].[OH2:25]>>[Br:1][c:2]1[cH:3][c:4]([CH:8]=[O:9])[s:5][c:6]1[S:24][c:20]1[cH:19][c:18]([O:17][CH3:16])[cH:23][cH:22][cH:21]1. The reactants are O=C(C1=NN=NN1)OC=1C=C2CC(CC2=C(C1Cl)Cl)CC (5-(1-oxo-2-ethyl-6,7-dichloro-5-indanyloxymethyl)tetrazole), ClCl (chlorine). The solvent is C(C)(=O)O (acetic acid), C(C)(=O)O (acetic acid). Run at temperature 100 celsius. Yields the product O=C(C1=NN=NN1)OC=1C=C2CC(CC2=C(C1Cl)Cl)(Cl)CC (5-(1-Oxo-2-ethyl-2,6,7-trichloro-5-indanyloxymethyl)tetrazole). As a reaction SMILES: [O:1]=[C:2]([O:8][C:9]1[CH:10]=[C:11]2[C:15](=[C:16]([Cl:19])[C:17]=1[Cl:18])[CH2:14][CH:13]([CH2:20][CH3:21])[CH2:12]2)[C:3]1[NH:7][N:6]=[N:5][N:4]=1.[Cl:22]Cl>C(O)(=O)C>[O:1]=[C:2]([O:8][C:9]1[CH:10]=[C:11]2[C:15](=[C:16]([Cl:19])[C:17]=1[Cl:18])[CH2:14][C:13]([CH2:20][CH3:21])([Cl:22])[CH2:12]2)[C:3]1[NH:7][N:6]=[N:5][N:4]=1. Procedure details: A solution of 5-(1-oxo-2-ethyl-6,7-dichloro-5-indanyloxymethyl)tetrazole (2.0 g.) in acetic acid (300 ml.) is warmed to 65° C. on a steam bath and treated during a 10-minute period with a solution of chlorine (700 mg.) in acetic acid (25 ml.). The reaction mixture is heated one hour at 100° C. and the solvent is distilled at reduced pressure to a volume of 50 ml. which on treatment with water affords 0.8 g. (36%) of 5-(1-oxo-2-ethyl-2,6,7-trichloro-5-indanyloxymethyl)tetrazole which melts at 128... The reactants are ClCC(=O)N[C@H]1CN2C(OC1)=NC(=C2)[N+](=O)[O-] ((S)-2-chloro-N-(2-nitro-6,7-dihydro-5H-imidazo[2,1-b][1,3]oxazin-6-yl)acetamide), FC(COCCOC1=CC=C(OC2CCNCC2)C=C1)(F)F (4-(4-(2-(2,2,2-trifluoroethoxy)ethoxy)phenoxy)piperidine). The product is FC(COCCOC1=CC=C(OC2CCN(CC2)CC(=O)N[C@H]2CN3C(OC2)=NC(=C3)[N+](=O)[O-])C=C1)(F)F ((S)-2-(4-(4-(2-(2,2,2-trifluoroethoxy)ethoxy)phenoxy)piperidin-1-yl)-N-(2-nitro-6,7-dihydro-5H-imidazo[2,1-b][1,3]oxazin-6-yl)acetamide). Isolated yield 27.6%. RXN SMILES: Cl[CH2:2][C:3]([NH:5][C@@H:6]1[CH2:11][O:10][C:9]2=[N:12][C:13]([N+:15]([O-:17])=[O:16])=[CH:14][N:8]2[CH2:7]1)=[O:4].[F:18][C:19]([F:39])([F:38])[CH2:20][O:21][CH2:22][CH2:23][O:24][C:25]1[CH:37]=[CH:36][C:28]([O:29][CH:30]2[CH2:35][CH2:34][NH:33][CH2:32][CH2:31]2)=[CH:27][CH:26]=1>>[F:39][C:19]([F:18])([F:38])[CH2:20][O:21][CH2:22][CH2:23][O:24][C:25]1[CH:26]=[CH:27][C:28]([O:29][CH:30]2[CH2:35][CH2:34][N:33]([CH2:2][C:3]([NH:5][C@@H:6]3[CH2:11][O:10][C:9]4=[N:12][C:13]([N+:15]([O-:17])=[O:16])=[CH:14][N:8]4[CH2:7]3)=[O:4])[CH2:32][CH2:31]2)=[CH:36][CH:37]=1. Reported procedure: Similar to the manipulation of example 1, with (S)-2-chloro-N-(2-nitro-6,7-dihydro-5H-imidazo[2,1-b][1,3]oxazin-6-yl)acetamide (130 mg, 0.50 mmol) and 4-(4-(2-(2,2,2-trifluoroethoxy)ethoxy)phenoxy)piperidine (319 mg, 1.0 mmol) as crude materials, 75 mg title compound was generated and yield was 27%.